This data is from the Open Reaction Database (ORD), a public repository of structured organic reaction records. The task is: describe an organic reaction: reactants, conditions, products, and yield Reactants: C(C)(C)(C)OC(NC1=C(C=C(C(=C1)N(C)C)C#N)NC(CC(C1=CC(=CC=C1)N1N=NC=C1COC1OCCCC1)=O)=O)=O ((RS)-[4-cyano-5-dimethylamino-2-(3-oxo-3-{3-[5(tetrahydro-pyran-2-yloxymethyl)-[1,2,3]triazol-1-yl]-phenyl}-propionylamino)-phenyl]-carbamic acid tert-butyl ester), C(=O)(C(F)(F)F)O (TFA). The solvent is C(Cl)Cl (CH2Cl2). Yields the product CN(C=1C(=CC2=C(N=C(CC(N2)=O)C2=CC(=CC=C2)N2N=NC=C2CO)C1)C#N)C (8-Dimethylamino-2-[3-(5-hydroxymethyl-[1,2,3]triazol-1-yl)-phenyl]-4-oxo-4,5-dihydro-3H-benzo[b][1,4]diazepine-7-carbonitrile), solid. Yield: 64.0%. RXN SMILES: C(OC(=O)[NH:7][C:8]1[CH:13]=[C:12]([N:14]([CH3:16])[CH3:15])[C:11]([C:17]#[N:18])=[CH:10][C:9]=1[NH:19][C:20](=[O:43])[CH2:21][C:22](=O)[C:23]1[CH:28]=[CH:27][CH:26]=[C:25]([N:29]2[C:33]([CH2:34][O:35]C3CCCCO3)=[CH:32][N:31]=[N:30]2)[CH:24]=1)(C)(C)C.C(O)(C(F)(F)F)=O>C(Cl)Cl>[CH3:15][N:14]([CH3:16])[C:12]1[C:11]([C:17]#[N:18])=[CH:10][C:9]2[NH:19][C:20](=[O:43])[CH2:21][C:22]([C:23]3[CH:28]=[CH:27][CH:26]=[C:25]([N:29]4[C:33]([CH2:34][OH:35])=[CH:32][N:31]=[N:30]4)[CH:24]=3)=[N:7][C:8]=2[CH:13]=1. Procedure details: The title compound was prepared from (RS)-[4-cyano-5-dimethylamino-2-(3-oxo-3-{3-[5(tetrahydro-pyran-2-yloxymethyl)-[1,2,3]triazol-1-yl]-phenyl}-propionylamino)-phenyl]-carbamic acid tert-butyl ester (Example M82) (0.35 g, 0.58 mmol) by treatment with TFA in CH2Cl2 according to the general procedure N. Obtained as a yellow solid (149 mg, 64%).